Dataset: the Open Reaction Database (ORD), a public repository of structured organic reaction records. Task: describe an organic reaction: reactants, conditions, products, and yield Starting materials: C1(=CC=C(C=C1)S)C (p-toluenethiol), [OH-].[K+] (potassium hydroxide), C(C)OC(=O)C1CC(C(CC1)=O)Br (3-bromo-4-ketocyclohexanecarboxylic acid ethyl ester). Solvent: C(C)O (ethanol), C(C)O (ethanol). The product is C(C)OC(=O)C1CC(C(CC1)=O)SC1=CC=C(C=C1)C (3-(4-methylphenylthio)-4-ketocyclohexanecarboxylic acid ethyl ester). As a reaction SMILES: [C:1]1([CH3:8])[CH:6]=[CH:5][C:4]([SH:7])=[CH:3][CH:2]=1.[OH-].[K+].[CH2:11]([O:13][C:14]([CH:16]1[CH2:21][CH2:20][C:19](=[O:22])[CH:18](Br)[CH2:17]1)=[O:15])[CH3:12]>C(O)C>[CH2:11]([O:13][C:14]([CH:16]1[CH2:21][CH2:20][C:19](=[O:22])[CH:18]([S:7][C:4]2[CH:5]=[CH:6][C:1]([CH3:8])=[CH:2][CH:3]=2)[CH2:17]1)=[O:15])[CH3:12] |f:1.2|. Procedure details: In a 2 l. three-necked flask provided with a condenser, nitrogen inlet, dropping funnel and stirrer were placed 73.5 g. of p-toluenethiol and a solution of 33 g. of 85% potassium hydroxide in 500 ml. of ethanol. The solution was brought to reflux, and a solution of 146.4 g. of 3-bromo-4-ketocyclohexanecarboxylic acid ethyl ester in 500 ml. of ethanol was added over a period of one hour. After the addition, the solution was stirred at reflux for one hour. After removal of the ethanol in vacuo on ...